This data is from the Open Reaction Database (ORD), a public repository of structured organic reaction records. The task is: describe an organic reaction: reactants, conditions, products, and yield The reactants are FC(C(=O)O)(F)F (Trifluoroacetic acid), N1(N=CC=C1)C1=CC=C(C=C1)C1(CC1)C(=O)OCCCC (butyl 1-[4-(1H-pyrazol-1-yl)phenyl]cyclopropanecarboxylate). The solvent is C(Cl)Cl (methylene chloride). Conditions: time 8 hour. The product is N1(N=CC=C1)C1=CC=C(C=C1)C1(CC1)C(=O)O (1-[4-(1H-pyrazol-1-yl)phenyl]cyclopropanecarboxylic acid). As a reaction SMILES: FC(F)(F)C(O)=O.[N:8]1([C:13]2[CH:18]=[CH:17][C:16]([C:19]3([C:22]([O:24]CCCC)=[O:23])[CH2:21][CH2:20]3)=[CH:15][CH:14]=2)[CH:12]=[CH:11][CH:10]=[N:9]1>C(Cl)Cl>[N:8]1([C:13]2[CH:14]=[CH:15][C:16]([C:19]3([C:22]([OH:24])=[O:23])[CH2:21][CH2:20]3)=[CH:17][CH:18]=2)[CH:12]=[CH:11][CH:10]=[N:9]1. Procedure: Trifluoroacetic acid (1.0 mL) was added to butyl 1-[4-(1H-pyrazol-1-yl)phenyl]cyclopropanecarboxylate (60 mg) in methylene chloride (1.0 mL). The mixture was stirred at room temperature overnight, and then concentrated to give a crude product which was directly used in the reaction of next step without further purification. Starting materials: 1E, BrC1=C2C(C(N(C2=CC=C1)CCCCC)=O)C1=CC2=C(OCO2)C=C1O (4-bromo-3-(6-hydroxy-1,3-benzodioxol-5-yl)-1-pentyl-1,3-dihydro-2H-indol-2-one), ClC1=CC(=C(C=C1)C1C(N(C2=CC=CC=C12)CC(=O)OC)=O)O (methyl [3-(4-chloro-2-hydroxyphenyl)-2-oxo-2,3-dihydro-1H-indol-1-yl]acetate). RXN SMILES: BrC1C=CC=C2C=1C(C1C(O)=CC3OCOC=3C=1)[C:5](=[O:16])N2CCCCC.[Cl:27][C:28]1[CH:33]=[CH:32][C:31]([CH:34]2[C:42]3[C:37](=[CH:38][CH:39]=[CH:40][CH:41]=3)[N:36]([CH2:43][C:44]([O:46][CH3:47])=[O:45])[C:35]2=[O:48])=[C:30]([OH:49])[CH:29]=1>>[Cl:27][C:28]1[CH:33]=[CH:32][C:31]([C:34]2([CH2:5][OH:16])[C:42]3[C:37](=[CH:38][CH:39]=[CH:40][CH:41]=3)[N:36]([CH2:43][C:44]([O:46][CH3:47])=[O:45])[C:35]2=[O:48])=[C:30]([OH:49])[CH:29]=1. Procedure details: Following the procedure as described in PREPARATION 1E, and making non-critical variations to replace 4-bromo-3-(6-hydroxy-1,3-benzodioxol-5-yl)-1-pentyl-1,3-dihydro-2H-indol-2-one with methyl [3-(4-chloro-2-hydroxyphenyl)-2-oxo-2,3-dihydro-1H-indol-1-yl]acetate, the title compound was obtained: MS (ES+) m/z 362.5 (M+1) 364.5 (M+1). The product is ClC1=CC(=C(C=C1)C1(C(N(C2=CC=CC=C12)CC(=O)OC)=O)CO)O (methyl [3-(4-chloro-2-hydroxyphenyl)-3-(hydroxymethyl)-2-oxo-2,3-dihydro-1H-indol-1-yl]acetate). Isolated yield 30.2%. As a reaction SMILES: [CH3:1][C:2]([CH3:22])([CH2:5][O:6][CH2:7][C:8]1[CH:13]=[CH:12][C:11]([F:14])=[C:10]([O:15][C:16]2[CH:21]=[CH:20][CH:19]=[CH:18][CH:17]=2)[CH:9]=1)[CH2:3][OH:4].[Cr](Cl)([O-])(=O)=O.[NH+]1C=CC=CC=1>ClCCl>[CH3:1][C:2]([CH3:22])([CH2:5][O:6][CH2:7][C:8]1[CH:13]=[CH:12][C:11]([F:14])=[C:10]([O:15][C:16]2[CH:17]=[CH:18][CH:19]=[CH:20][CH:21]=2)[CH:9]=1)[CH:3]=[O:4] |f:1.2|. Reported procedure: A solution of 2,2-dimethyl-3-(4-fluoro-3-phenoxybenzyloxy)propan-1-ol (5.0 g) in dichloromethane (30 cm3) was added dropwise to a stirred suspension of pyridinium chlorochromate (6.77 g) in dichloromethane (20 cm3) whilst the reaction temperature was maintained within the range 0°-5° C. When the addition was complete the mixture was allowed to warm to the ambient temperature over a period of 2 hours. The solvent was removed and the residual oil (3.0 g) purified by column chromatography using a s... Starting materials: CC(CO)(COCC1=CC(=C(C=C1)F)OC1=CC=CC=C1)C (2,2-dimethyl-3-(4-fluoro-3-phenoxybenzyloxy)propan-1-ol), [Cr](=O)(=O)([O-])Cl.[NH+]1=CC=CC=C1 (pyridinium chlorochromate). Yields the product CC(C=O)(COCC1=CC(=C(C=C1)F)OC1=CC=CC=C1)C (2,2-dimethyl-3-(4-fluoro-3-phenoxybenzyloxy)propan-1-al). The solvent is ClCCl (dichloromethane), ClCCl (dichloromethane). Starting materials: C1CCOC1, COC(=O)c1ccc(Nc2ncc(Br)n3ccnc23)cc1, [Li+], [OH-], O. Product: O=C(O)c1ccc(Nc2ncc(Br)n3ccnc23)cc1. Reaction SMILES: [CH2:24]1[O:25][CH2:26][CH2:27][CH2:28]1.[CH3:1][O:2][C:3]([c:4]1[cH:5][cH:6][c:7]([NH:10][c:11]2[c:12]3[n:13]([c:14]([Br:17])[cH:15][n:16]2)[cH:18][cH:19][n:20]3)[cH:8][cH:9]1)=[O:21].[Li+:23].[OH-:22].[OH2:29]>>[O:2]=[C:3]([c:4]1[cH:5][cH:6][c:7]([NH:10][c:11]2[c:12]3[n:13]([c:14]([Br:17])[cH:15][n:16]2)[cH:18][cH:19][n:20]3)[cH:8][cH:9]1)[OH:21]. Reactants: OCC=1N=C2N(N=CC=C2N2CCOCC2)C1C1CCN(CC1)C(=O)OC(C)(C)C (tert-Butyl 4-(2-(hydroxymethyl)-8-morpholinoimidazo[1,2-b]pyridazin-3-yl)piperidine-1-carboxylate), I(=O)(=O)C1=C(C(=O)O)C=CC=C1 (2-iodoxybenzoic acid), [OH-].[Na+] (NaOH). Run in CS(=O)C (DMSO). Reaction conditions: time 8 hour. Yields the product C(=O)C=1N=C2N(N=CC=C2N2CCOCC2)C1C1CCN(CC1)C(=O)OC(C)(C)C (tert-Butyl 4-(2-formyl-8-morpholinoimidazo[1,2-b]pyridazin-3-yl)piperidine-1-carboxylate). Reaction SMILES: [OH:1][CH2:2][C:3]1[N:4]=[C:5]2[C:10]([N:11]3[CH2:16][CH2:15][O:14][CH2:13][CH2:12]3)=[CH:9][CH:8]=[N:7][N:6]2[C:17]=1[CH:18]1[CH2:23][CH2:22][N:21]([C:24]([O:26][C:27]([CH3:30])([CH3:29])[CH3:28])=[O:25])[CH2:20][CH2:19]1.I(C1C=CC=CC=1C(O)=O)(=O)=O.[OH-].[Na+]>CS(C)=O>[CH:2]([C:3]1[N:4]=[C:5]2[C:10]([N:11]3[CH2:16][CH2:15][O:14][CH2:13][CH2:12]3)=[CH:9][CH:8]=[N:7][N:6]2[C:17]=1[CH:18]1[CH2:19][CH2:20][N:21]([C:24]([O:26][C:27]([CH3:30])([CH3:29])[CH3:28])=[O:25])[CH2:22][CH2:23]1)=[O:1] |f:2.3|. Procedure: To a solution of compound 41b (3.2 g, 7.7 mmol) in DMSO (22 mL) was added 2-iodoxybenzoic acid (3.4 g, 12 mmol) in portions. The reaction mixture was stirred overnight at rt and treated with 1N NaOH (50 mL). The solids formed were collected by filtration and washed with Et2O (2×50 mL) to obtain compound 41c as an off-white solid. Mass Spectrum (LCMS, ESI pos.): Calcd. for C21H29N5O4: 416.2 (M+H). found: 416.2. Reactants: C1(=CC=CC=C1)C1=CC=C(C(=N1)C(=O)OC)O (methyl 6-phenyl-3-hydroxypicolinate), COC1=NC(=NC(=C1)OC)S(=O)(=O)C (4,6-dimethoxy-2-methylsulfonylpyrimidine), C([O-])([O-])=O.[K+].[K+] (potassium carbonate), CN(C)C=O (DMF). The solvent is O (water). Reaction conditions: time 3 day. Product: COC1=NC(=NC(=C1)OC)OC=1C(=NC(=CC1)C1=CC=CC=C1)C(=O)OC (methyl 3-(4,6-dimethoxypyrimidin-2-yl)oxy-6-phenylpicolinate). Reaction SMILES: [C:1]1([C:7]2[N:12]=[C:11]([C:13]([O:15][CH3:16])=[O:14])[C:10]([OH:17])=[CH:9][CH:8]=2)[CH:6]=[CH:5][CH:4]=[CH:3][CH:2]=1.[CH3:18][O:19][C:20]1[CH:25]=[C:24]([O:26][CH3:27])[N:23]=[C:22](S(C)(=O)=O)[N:21]=1.C(=O)([O-])[O-].[K+].[K+].CN(C=O)C>O>[CH3:18][O:19][C:20]1[CH:25]=[C:24]([O:26][CH3:27])[N:23]=[C:22]([O:17][C:10]2[C:11]([C:13]([O:15][CH3:16])=[O:14])=[N:12][C:7]([C:1]3[CH:2]=[CH:3][CH:4]=[CH:5][CH:6]=3)=[CH:8][CH:9]=2)[N:21]=1 |f:2.3.4|. Procedure: 1.0 g (4.4 mmol) of methyl 6-phenyl-3-hydroxypicolinate, 0.8 g (4 mmol) of 4,6-dimethoxy-2-methylsulfonylpyrimidine and 0.6 g (4 mmol) of potassium carbonate were added to 20 ml of DMF, and were reacted at 80° C. for 0.5 hour. After the reaction, the reaction content was poured into water, and was extracted with ethyl acetate. The organic layer thus obtained was washed with water and a saturated salt water, dried and treated with an appropriate amount of Florisil. Ethyl acetate was then distille... The reactants are C(C)(=O)C=1C=C(C(=C(C1C1=CC(=CC(=C1)F)F)C#N)C)Cl (6-acetyl-4-chloro-3′,5′-difluoro-3-methylbiphenyl-2-carbonitrile), [OH-].[K+] (potassium hydroxide), Cl (HCl). Solvent: C(C)O (ethanol). Yields the product C(C)(=O)C=1C=C(C(=C(C1C1=CC(=CC(=C1)F)F)C(=O)N)C)Cl (6-Acetyl-4-chloro-3′,5′-difluoro-3-methylbiphenyl-2-carboxamide). The yield is 29.0%. As a reaction SMILES: [C:1]([C:4]1[CH:5]=[C:6]([Cl:21])[C:7]([CH3:20])=[C:8]([C:18]#[N:19])[C:9]=1[C:10]1[CH:15]=[C:14]([F:16])[CH:13]=[C:12]([F:17])[CH:11]=1)(=[O:3])[CH3:2].[OH-:22].[K+].Cl>C(O)C>[C:1]([C:4]1[CH:5]=[C:6]([Cl:21])[C:7]([CH3:20])=[C:8]([C:18]([NH2:19])=[O:22])[C:9]=1[C:10]1[CH:11]=[C:12]([F:17])[CH:13]=[C:14]([F:16])[CH:15]=1)(=[O:3])[CH3:2] |f:1.2|. Procedure: A mixture of 6-acetyl-4-chloro-3′,5′-difluoro-3-methylbiphenyl-2-carbonitrile (0.20 g, 0.65 mmol) and potassium hydroxide (0.074 g, 1.3 mmol) in ethanol (0.9 mL) was refluxed for 2 hours. After cooled, the mixture was acidified with 1 N HCl and extracted with ethyl acetate. The combined organic layers were washed with brine, dried over magnesium sulfate, and evaporated to dryness under reduced pressure. The crude mixture was purified on silica gel, eluting with 0 to 80% ethyl acetate in hexane, ...